From a dataset of the Open Reaction Database (ORD), a public repository of structured organic reaction records. describe an organic reaction: reactants, conditions, products, and yield Starting materials: CCO, CCOC(=O)c1cnc(C)nc1, [Na+], [OH-]. The product is Cc1ncc(C(=O)O)cn1. As a reaction SMILES: [CH3:15][CH2:16][OH:17].[CH3:3][c:4]1[n:5][cH:6][c:7]([C:10](=[O:11])[O:12][CH2:13][CH3:14])[cH:8][n:9]1.[Na+:2].[OH-:1]>>[CH3:3][c:4]1[n:5][cH:6][c:7]([C:10](=[O:11])[OH:12])[cH:8][n:9]1. The reactants are OC=1C=C(C=CC1)CC(=O)O (3-hydroxy-phenyl acetic acid), CC(=O)C (acetone), C(C)(C)I (isopropyl iodide), C([O-])([O-])=O.[K+].[K+] (potassium carbonate). Product: C(C)(C)OC(CC1=CC(=CC=C1)OC(C)C)=O (3-isopropoxy-phenyl-acetic acid isopropyl ester). Reaction SMILES: [OH:1][C:2]1[CH:3]=[C:4]([CH2:8][C:9]([OH:11])=[O:10])[CH:5]=[CH:6][CH:7]=1.[CH:12](I)([CH3:14])[CH3:13].C(=O)([O-])[O-].[K+].[K+].[CH3:22][C:23]([CH3:25])=O>>[CH:12]([O:10][C:9](=[O:11])[CH2:8][C:4]1[CH:5]=[CH:6][CH:7]=[C:2]([O:1][CH:23]([CH3:25])[CH3:22])[CH:3]=1)([CH3:14])[CH3:13] |f:2.3.4|. Reaction conditions: time 20 hour. Procedure: Combine 3-hydroxy-phenyl acetic acid (9.26 g, 60.9 mmol), isopropyl iodide (42.6 g, 250 mmol), and acetone (80 mL). Add portionwise, potassium carbonate (16.9 g, 122 mmol). Heat to reflux with vigorous mechanical stirring. After 20 hours, cool to ambient temperature and evaporate in vacuo to give a residue. Partition the residue between diethyl ether and 5% sodium hydroxide solution. Extract the organic layer with water and a saturated sodium chloride solution. Dry the organic layer over MgSO4, ... RXN SMILES: [C:26](=[O:27])([OH:28])[O-:29].[CH3:19][N:20]1[CH2:21][CH2:22][NH:23][CH2:24][CH2:25]1.[Cl-:38].[Cl-:39].[Cl-:40].[Cl-:41].[F:1][c:2]1[cH:3][cH:4][c:5]2[c:6]([cH:18]1)[C:7](=[O:17])[CH2:8][c:9]1[c:10]([cH:12][cH:13][c:14]([CH3:16])[cH:15]1)[S:11]2.[Na+:30].[OH2:31].[Ti+4:42].[cH:32]1[cH:33][cH:34][cH:35][cH:36][cH:37]1>>[F:1][c:2]1[cH:3][cH:4][c:5]2[c:6]([cH:18]1)[C:7]([N:23]1[CH2:22][CH2:21][N:20]([CH3:19])[CH2:25][CH2:24]1)=[CH:8][c:9]1[c:10]([cH:12][cH:13][c:14]([CH3:16])[cH:15]1)[S:11]2. The product is Cc1ccc2c(c1)C=C(N1CCN(C)CC1)c1cc(F)ccc1S2. The reactants are O=C([O-])O, CN1CCNCC1, [Cl-], [Cl-], [Cl-], [Cl-], Cc1ccc2c(c1)CC(=O)c1cc(F)ccc1S2, [Na+], O, [Ti+4], c1ccccc1.